Dataset: the Open Reaction Database (ORD), a public repository of structured organic reaction records. Task: describe an organic reaction: reactants, conditions, products, and yield Reactants: COC([C@H]1N(CCC1)C(CCC1(OC2=C(C(C1)=O)C=CC(=C2CCC)OCCCOC2=C(C(=C(C=C2)C(C)=O)O)CCC)C)=O)=O (N-(3-[7-[3-(4-acetyl-3-hydroxy-2-propylphenoxy)propoxy]-3,4-dihydro-2-methyl-4-oxo-8-propyl-2H-1-benzopyran-2-yl]propanoyl}-L-proline methyl ester), [OH-].[Na+] (sodium hydroxide). Product: C(C)(=O)C1=C(C(=C(OCCCOC2=C(C3=C(C(CC(O3)(C)CCC(=O)N3[C@H](C(=O)O)CCC3)=O)C=C2)CCC)C=C1)CCC)O (N-{3-[7-[3-(4-acetyl-3-hydroxy-2-propylphenoxy)propoxy]-3,4-dihyro-2-methyl-4-oxo-8-propyl-2H-1-benzopyran-2-yl]propanoyl}-L-proline). Reaction SMILES: C[O:2][C:3](=[O:46])[C@@H:4]1[CH2:8][CH2:7][CH2:6][N:5]1[C:9](=[O:45])[CH2:10][CH2:11][C:12]1([CH3:44])[CH2:17][C:16](=[O:18])[C:15]2[CH:19]=[CH:20][C:21]([O:26][CH2:27][CH2:28][CH2:29][O:30][C:31]3[CH:36]=[CH:35][C:34]([C:37](=[O:39])[CH3:38])=[C:33]([OH:40])[C:32]=3[CH2:41][CH2:42][CH3:43])=[C:22]([CH2:23][CH2:24][CH3:25])[C:14]=2[O:13]1.[OH-].[Na+]>>[C:37]([C:34]1[CH:35]=[CH:36][C:31]([O:30][CH2:29][CH2:28][CH2:27][O:26][C:21]2[CH:20]=[CH:19][C:15]3[C:16](=[O:18])[CH2:17][C:12]([CH2:11][CH2:10][C:9]([N:5]4[CH2:6][CH2:7][CH2:8][C@H:4]4[C:3]([OH:46])=[O:2])=[O:45])([CH3:44])[O:13][C:14]=3[C:22]=2[CH2:23][CH2:24][CH3:25])=[C:32]([CH2:41][CH2:42][CH3:43])[C:33]=1[OH:40])(=[O:39])[CH3:38] |f:1.2|. Procedure: The title compound was prepared by the method of Example 7 using the title product of Example 63, except that sodium hydroxide was used instead of lithium hydroxide. Structure assignment was supported by elemental analysis. Reactants: C(C=1C(O)=CC=CC1)(=O)O (salicylic acid), S(=O)(Cl)Cl (thionyl chloride), S(=O)(Cl)Cl (thionyl chloride). Reagents/catalysts: N1=CC=CC=C1 (pyridine). The solvent is C1(=CC=CC=C1)C (toluene), C1(=CC=CC=C1)C (toluene). Product: C(C=1C(O)=CC=CC1)(=O)Cl (Salicyloyl Chloride). RXN SMILES: [C:1]([OH:10])(=O)[C:2]1[C:3](=[CH:5][CH:6]=[CH:7][CH:8]=1)[OH:4].S(Cl)([Cl:13])=O>N1C=CC=CC=1.C1(C)C=CC=CC=1>[C:1]([Cl:13])(=[O:10])[C:2]1[C:3](=[CH:5][CH:6]=[CH:7][CH:8]=1)[OH:4]. Procedure details: Into a clean, dry three necked round bottomed flask were charged one equivalent of salicylic acid, 50 mls is of anhydrous toluene and a few drops of pyridine catalyst. The flask was equipped with a stir bar, thermometer and an addition funnel. Into the addition funnel was charged one equivalent of thionyl chloride in a few mls of toluene. The contents of the reaction flask were heated to 40° C. under a nitrogen blanket before the thionyl chloride solution was added slowly. Once the addition was ... The reactants are BrC1=C(C=C(C=C1)Cl)[N+](=O)[O-] (1-Bromo-4-chloro-2-nitrobenzene), C(=O)[O-].[NH4+] (ammonium formate). The reagents and catalysts are [Zn] (Zinc), [Zn] (zinc). Solvent: CO (MeOH), O (water). Conditions: temperature 50 celsius. The product is BrC1=C(N)C=C(C=C1)Cl (2-bromo-5-chloroaniline). Yield: 75.6%. Reaction SMILES: [Br:1][C:2]1[CH:7]=[CH:6][C:5]([Cl:8])=[CH:4][C:3]=1[N+:9]([O-])=O.C([O-])=O.[NH4+]>CO.O.[Zn]>[Br:1][C:2]1[CH:7]=[CH:6][C:5]([Cl:8])=[CH:4][C:3]=1[NH2:9] |f:1.2|. Reported procedure: 1-Bromo-4-chloro-2-nitrobenzene (140 g, 0.59 mol) was dissolved in 2.5 L of MeOH with gentle heating (50° C.) in a hot water bath. A solution of ammonium formate (303 g, 4.81 mol) in 500 mL of water was added. Zinc powder (155 g, 2.36 mol) was added in small portions, resulting in heat evolution and refluxing of the solvent. Subsequent additions were made cautiously as to avoid build up of excess unreacted zinc. The reaction was cooled to room temperature and filtered through a large plug of CEL... Reactants: C(C)OC(=O)C1CCN(CC1)C1=NSN=C1Cl (1-(4-Chloro-[1,2,5]thiadiazol-3-yl)-piperidine-4-carboxylic acid ethyl ester), [OH-].[Na+] (NaOH). Solvent: CCO (EtOH). Conditions: time 2 hour. The product is ClC=1C(=NSN1)N1CCC(CC1)C(=O)O (1-(4-chloro-[1,2,5]thiadiazol-3-yl)-piperidine-4-carboxylic acid). Isolated yield 75.7%. RXN SMILES: C([O:3][C:4]([CH:6]1[CH2:11][CH2:10][N:9]([C:12]2[C:16]([Cl:17])=[N:15][S:14][N:13]=2)[CH2:8][CH2:7]1)=[O:5])C.[OH-].[Na+]>CCO>[Cl:17][C:16]1[C:12]([N:9]2[CH2:10][CH2:11][CH:6]([C:4]([OH:5])=[O:3])[CH2:7][CH2:8]2)=[N:13][S:14][N:15]=1 |f:1.2|. Procedure: 1-(4-Chloro-[1,2,5]thiadiazol-3-yl)-piperidine-4-carboxylic acid ethyl ester (12.3 g, 45 mmol) was dissolved in EtOH (70 mL) to which was added 5N NaOH (15 mL). The mixture was stirred at room temperature for 2 h, then concentrated in vacuo. The resulting aqueous solution was further diluted with H2O, washed with EtOAc (3×) and acidified to pH 2.0 with conc'd HCl. The resulting precipitate was filtered, washed with H2O and dried under high vacuum to give 8.44 g (77%) of 1-(4-chloro-[1,2,5]thiadi... Starting materials: C(=O)(O)[O-].[Na+] (NaHCO3), C(C)(=O)C1=NN(C(=C1SC)N)C1=C(C=C(C=C1Cl)C(F)(F)F)Cl (3-acetyl-5-amino-1-[2,6-dichloro-4-(trifluoromethyl)phenyl]-4-methylthio-1H-pyrazole), C(OC)(OC)OC (trimethyl orthoformate), O.C1(=CC=C(C=C1)S(=O)(=O)O)C (para-toluenesulfonic acid monohydrate). The solvent is CO (methanol). Conditions: temperature 40 celsius, time 64 hour. The product is NC1=C(C(=NN1C1=C(C=C(C=C1Cl)C(F)(F)F)Cl)C(C)(OC)OC)SC (5-amino-1-[2,6-dichloro-4-(trifluoromethyl)phenyl]-3-[(1,1-dimethoxy)ethyl]-4-methylthio-1H-pyrazole). As a reaction SMILES: [C:1]([C:4]1[C:8]([S:9][CH3:10])=[C:7]([NH2:11])[N:6]([C:12]2[C:17]([Cl:18])=[CH:16][C:15]([C:19]([F:22])([F:21])[F:20])=[CH:14][C:13]=2[Cl:23])[N:5]=1)(=[O:3])[CH3:2].[CH:24](OC)(OC)[O:25]C.O.[C:32]1(C)C=CC(S(O)(=O)=O)=CC=1.C([O-])(O)=O.[Na+]>CO>[NH2:11][C:7]1[N:6]([C:12]2[C:17]([Cl:18])=[CH:16][C:15]([C:19]([F:20])([F:21])[F:22])=[CH:14][C:13]=2[Cl:23])[N:5]=[C:4]([C:1]([O:25][CH3:24])([O:3][CH3:32])[CH3:2])[C:8]=1[S:9][CH3:10] |f:2.3,4.5|. Procedure: A mixture of 2.0 g (0.0052 mole) of 3-acetyl-5-amino-1-[2,6-dichloro-4-(trifluoromethyl)phenyl]-4-methylthio-1H-pyrazole, 1.7 ml (0.0156 mole) of trimethyl orthoformate, 0.060 g (0.0003 mole) of para-toluenesulfonic acid monohydrate and 10 ml of methanol was heated at 40° C. for about 8 hours, then left 64 h at 20° C. The mixture was mixed with a saturated solution of NaHCO3, extracted with dichloromethane, and successively dried, filtered, evaporated, chromatographed on silica gel. 0.59 g of th... Starting materials: ClCCl, Cc1cc(C(F)(F)F)ccn1, O=C(OO)c1cccc(Cl)c1. Product: Cc1cc(C(F)(F)F)cc[n+]1[O-]. RXN SMILES: [CH2:23]([Cl:24])[Cl:25].[CH3:1][c:2]1[n:3][cH:4][cH:5][c:6]([C:8]([F:9])([F:10])[F:11])[cH:7]1.[Cl:12][c:13]1[cH:14][cH:15][cH:16][c:17]([C:18]([O:19][OH:21])=[O:20])[cH:22]1>>[CH3:1][c:2]1[n+:3]([O-:20])[cH:4][cH:5][c:6]([C:8]([F:9])([F:10])[F:11])[cH:7]1. Reactants: NS(=O)(=O)N (aminosulfonamide), ClCCS(=O)(=O)N1CCC(CC1)C1=CNC2=C(C=C(C=C12)C1=CSC=C1)C(=O)N (3-{1-[(2-chloroethyl)sulfonyl]-4-piperidinyl}-5-(3-thienyl)-1H-indole-7-carboxamide), N1CCCC1 (pyrrolidine), C(=O)([O-])[O-].[K+].[K+] (K2CO3), [Na+].[I-] (NaI). Yields the product N1(CCCC1)CCS(=O)(=O)N1CCC(CC1)C1=CNC2=C(C=C(C=C12)C1=CSC=C1)C(=O)N (3-(1-{[2-(1-pyrrolidinyl)ethyl]sulfonyl}-4-piperidinyl)-5-(3-thienyl)-1H-indole-7-carboxamide). Yield: 28.3%. As a reaction SMILES: NS(N)(=O)=O.Cl[CH2:7][CH2:8][S:9]([N:12]1[CH2:17][CH2:16][CH:15]([C:18]2[C:26]3[C:21](=[C:22]([C:32]([NH2:34])=[O:33])[CH:23]=[C:24]([C:27]4[CH:31]=[CH:30][S:29][CH:28]=4)[CH:25]=3)[NH:20][CH:19]=2)[CH2:14][CH2:13]1)(=[O:11])=[O:10].[NH:35]1[CH2:39][CH2:38][CH2:37][CH2:36]1.C([O-])([O-])=O.[K+].[K+].[Na+].[I-]>>[N:35]1([CH2:7][CH2:8][S:9]([N:12]2[CH2:17][CH2:16][CH:15]([C:18]3[C:26]4[C:21](=[C:22]([C:32]([NH2:34])=[O:33])[CH:23]=[C:24]([C:27]5[CH:31]=[CH:30][S:29][CH:28]=5)[CH:25]=4)[NH:20][CH:19]=3)[CH2:14][CH2:13]2)(=[O:11])=[O:10])[CH2:39][CH2:38][CH2:37][CH2:36]1 |f:3.4.5,6.7|. Procedure: Following the general procedure for aminosulfonamide formation outlined in example 2, 3-{1-[(2-chloroethyl)sulfonyl]-4-piperidinyl}-5-(3-thienyl)-1H-indole-7-carboxamide (0.09 mmol) and pyrrolidine (0.03 mL, 0.45 mmol) were allowed to react in the presence of K2CO3 (44 mg, 0.45 mmol) and NaI (Cat. 5 mg). The resulting residue was purified by reverse phase HPLC eluting with 10% B to 80% B, where A=H2O (0.1% trifluoroacetic acid) and B=CH3CN (0.1% trifluoroacetic acid) to give the title compound (...